This data is from the Open Reaction Database (ORD), a public repository of structured organic reaction records. The task is: describe an organic reaction: reactants, conditions, products, and yield The reactants are COC(=O)C(C)(C)NC(=O)Nc1ccc(Cl)c(C(F)(F)F)c1, CC(C)=O, Cl. The product is CC1(C)NC(=O)N(c2ccc(Cl)c(C(F)(F)F)c2)C1=O. Reaction SMILES: [CH3:1][O:2][C:3]([C:4]([NH:5][C:6]([NH:7][c:8]1[cH:9][c:10]([C:15]([F:16])([F:17])[F:18])[c:11]([Cl:14])[cH:12][cH:13]1)=[O:19])([CH3:20])[CH3:21])=[O:22].[CH3:24][C:25](=[O:26])[CH3:27].[ClH:23]>>[C:3]1(=[O:22])[C:4]([CH3:20])([CH3:21])[NH:5][C:6](=[O:19])[N:7]1[c:8]1[cH:9][c:10]([C:15]([F:16])([F:17])[F:18])[c:11]([Cl:14])[cH:12][cH:13]1. Reactants: CC1CC2=C(C(=N)NC2=N)C(Br)C1, CC1CN(C2=NC(=N)CS2)CCO1, Cl, Cl, N=C1NC(=N)C2=C1CCCC2, N=C1CSC(=N)N1. The product is CC1CC2=C(C(=C3SC(N4CCOC(C)C4)=NC3=N)NC2=N)C(Br)C1. Reaction SMILES: [Br:1][CH:2]1[C:3]2=[C:7]([C:6](=[NH:12])[NH:5][C:4]2=[NH:13])[CH2:8][CH:9]([CH3:11])[CH2:10]1.[CH3:15][CH:16]1[O:17][CH2:18][CH2:19][N:20]([C:22]2=[N:26][C:25](=[NH:27])[CH2:24][S:23]2)[CH2:21]1.[ClH:14].[ClH:39].[NH:28]=[C:29]1[C:30]2=[C:35]([CH2:34][CH2:33][CH2:32][CH2:31]2)[C:36](=[NH:37])[NH:38]1.[NH:40]=[C:41]1[NH:42][C:43](=[NH:44])[CH2:45][S:46]1>>[Br:1][CH:2]1[C:3]2=[C:7]([C:6](=[NH:12])[NH:5][C:4]2=[C:24]2[S:23][C:22]([N:20]3[CH2:19][CH2:18][O:17][CH:16]([CH3:15])[CH2:21]3)=[N:26][C:25]2=[NH:27])[CH2:8][CH:9]([CH3:11])[CH2:10]1. The reactants are C(C)(C)N(CC)C(C)C (Diisopropylethylamine), FC(C(=O)O)(F)F.COC(CC1=CC2=CC=C(C=C2C(=C1)C1CCNCC1)F)=O ((6-fluoro-4-piperidin-4-yl-naphthalen-2-yl)-acetic acid methyl ester trifluoroacetate salt), N1=CC=C(C=C1)S(=O)(=O)Cl (pyridine-4-sulfonyl chloride). The solvent is C(Cl)Cl (CH2Cl2), C(Cl)Cl (CH2Cl2). Conditions: time 30 minute. The product is COC(CC1=CC2=CC=C(C=C2C(=C1)C1CCN(CC1)S(=O)(=O)C1=CC=NC=C1)F)=O ({6-fluoro-4-[1-(pyridine-4-sulfonyl)-piperidin-4-yl]-naphthalen-2-yl}-acetic acid methyl ester). Isolated yield 42.4%. As a reaction SMILES: C(N(C(C)C)CC)(C)C.FC(F)(F)C(O)=O.[CH3:17][O:18][C:19](=[O:38])[CH2:20][C:21]1[CH:30]=[C:29]([CH:31]2[CH2:36][CH2:35][NH:34][CH2:33][CH2:32]2)[C:28]2[C:23](=[CH:24][CH:25]=[C:26]([F:37])[CH:27]=2)[CH:22]=1.[N:39]1[CH:44]=[CH:43][C:42]([S:45](Cl)(=[O:47])=[O:46])=[CH:41][CH:40]=1>C(Cl)Cl>[CH3:17][O:18][C:19](=[O:38])[CH2:20][C:21]1[CH:30]=[C:29]([CH:31]2[CH2:36][CH2:35][N:34]([S:45]([C:42]3[CH:43]=[CH:44][N:39]=[CH:40][CH:41]=3)(=[O:47])=[O:46])[CH2:33][CH2:32]2)[C:28]2[C:23](=[CH:24][CH:25]=[C:26]([F:37])[CH:27]=2)[CH:22]=1 |f:1.2|. Reported procedure: Diisopropylethylamine (0.3 mL, 1.7 mmol) was added at 0° C. to a solution of (6-fluoro-4-piperidin-4-yl-naphthalen-2-yl)-acetic acid methyl ester trifluoroacetate salt (which may be prepared as described above; 100 mg, 0.24 mmol) in CH2Cl2 (6 mL). The solution was stirred at room temperature for 30 min and then a solution of pyridine-4-sulfonyl chloride (which may be prepared as described above; 213 mg, 1.2 mmol) in CH2Cl2 (1 mL) was added. The mixture was stirred at room temperature for 16 h. T... Reaction SMILES: [C:32](=[O:33])([O-:34])[O-:35].[CH3:43][C:44]#[N:45].[Cl:38][CH2:39][CH2:40][Br:41].[K+:36].[K+:37].[OH2:42].[c:1]1([C:7]2=[C:8]([c:25]3[cH:26][cH:27][c:28]([OH:31])[cH:29][cH:30]3)[c:9]3[c:10]([cH:14][c:15]([O:18][CH:19]4[O:20][CH2:21][CH2:22][CH2:23][CH2:24]4)[cH:16][cH:17]3)[CH2:11][CH2:12][CH2:13]2)[cH:2][cH:3][cH:4][cH:5][cH:6]1>>[c:1]1([C:7]2=[C:8]([c:25]3[cH:26][cH:27][c:28]([O:31][CH2:40][CH2:39][Cl:38])[cH:29][cH:30]3)[c:9]3[c:10]([cH:14][c:15]([O:18][CH:19]4[O:20][CH2:21][CH2:22][CH2:23][CH2:24]4)[cH:16][cH:17]3)[CH2:11][CH2:12][CH2:13]2)[cH:2][cH:3][cH:4][cH:5][cH:6]1. Yields the product ClCCOc1ccc(C2=C(c3ccccc3)CCCc3cc(OC4CCCCO4)ccc32)cc1. Starting materials: O=C([O-])[O-], CC#N, ClCCBr, [K+], [K+], O, Oc1ccc(C2=C(c3ccccc3)CCCc3cc(OC4CCCCO4)ccc32)cc1.